Dataset: the Open Reaction Database (ORD), a public repository of structured organic reaction records. Task: describe an organic reaction: reactants, conditions, products, and yield Starting materials: NC=1C(=C2/C(/C(NC2=CC1)=O)=C/C=1NC=CC1OC)C#CCO ((Z)-5-amino-1,3-dihydro-4-(3-hydroxy-1-propynyl)-3-[(3-methoxy-1H-pyrrol-2-yl)methylene]-2H-indol-2-one), C(C1=CC=NC=C1)Cl (isonicotinyl chloride), C1CCOC1 (THF). Product: OCC#CC1=C2/C(/C(NC2=CC=C1NC(=O)C1=CC=NC=C1)=O)=C/C=1NC=CC1OC ((Z)-N-[2,3-dihydro-4-(3-hydroxy-1-propynyl)-3-[(3-methoxy-1H-pyrrol-2-yl)methylene]-2-oxo-1H-indol-5-yl]-4-pyridinecarboxamide). As a reaction SMILES: [NH2:1][C:2]1[C:3]([C:20]#[C:21][CH2:22][OH:23])=[C:4]2[C:8](=[CH:9][CH:10]=1)[NH:7][C:6](=[O:11])/[C:5]/2=[CH:12]\[C:13]1[NH:14][CH:15]=[CH:16][C:17]=1[O:18][CH3:19].[CH2:24](Cl)[C:25]1[CH:30]=[CH:29][N:28]=[CH:27][CH:26]=1.C1C[O:35]CC1>>[OH:23][CH2:22][C:21]#[C:20][C:3]1[C:2]([NH:1][C:24]([C:25]2[CH:30]=[CH:29][N:28]=[CH:27][CH:26]=2)=[O:35])=[CH:10][CH:9]=[C:8]2[C:4]=1/[C:5](=[CH:12]/[C:13]1[NH:14][CH:15]=[CH:16][C:17]=1[O:18][CH3:19])/[C:6](=[O:11])[NH:7]2. Reported procedure: Using Method M above, (Z)-5-amino-1,3-dihydro-4-(3-hydroxy-1-propynyl)-3-[(3-methoxy-1H-pyrrol-2-yl)methylene]-2H-indol-2-one (20 mg, 0.065 mmol) (from Example 32 above) was acylated with isonicotinyl chloride (23 mg, 0.13 mmol) (Aldrich) in THF (2 mL) at room temperature for 10 days to give (Z)-N-[2,3-dihydro-4-(3-hydroxy-1-propynyl)-3-[(3-methoxy-1H-pyrrol-2-yl)methylene]-2-oxo-1H-indol-5-yl]-4-pyridinecarboxamide. (Yield 10 mg, 37%). Yields the product Cl.C1=NC=CC2=C(C=CC=C12)NCCN (N-(5-isoquinolyl)ethylenediamine hydrochloride). Starting materials: C(C)(C)(C)OC(=O)NCCNC1=C2C=CN=CC2=CC=C1 (N-(tert-butoxycarbonyl)-N′-(5-isoquinolyl)ethylenediamine), Cl.CO (hydrogen chloride methanol). Procedure: According to the method of Example 1, Step C, deprotection was performed (50° C., 2 hours) by using Intermediate 27 (287 mg) and 10% hydrogen chloride/methanol solution (5 ml). The reaction mixture was cooled to room temperature, and then the solvent was evaporated under reduced pressure. The residue was added with methanol (1 ml) and diethyl ether (3 ml). The deposited precipitates were collected by filtration and washed with diethyl ether to obtain the title compound (252 mg) as light yellow p... RXN SMILES: C(OC([NH:8][CH2:9][CH2:10][NH:11][C:12]1[CH:21]=[CH:20][CH:19]=[C:18]2[C:13]=1[CH:14]=[CH:15][N:16]=[CH:17]2)=O)(C)(C)C.[ClH:22].CO>>[ClH:22].[CH:17]1[C:18]2[C:13](=[C:12]([NH:11][CH2:10][CH2:9][NH2:8])[CH:21]=[CH:20][CH:19]=2)[CH:14]=[CH:15][N:16]=1 |f:1.2,3.4|. Reactants: CCOC(C)=O, CCOC(=O)c1cc(C)n[nH]1, CCCCCC, O=C(CCl)N1CCN(c2ccc(F)cc2)CC1, [K+], [K+], O=C([O-])[O-], CN(C)C=O. Product: CCOC(=O)c1cc(C)nn1CC(=O)N1CCN(c2ccc(F)cc2)CC1. RXN SMILES: [C:40]([O:41][CH2:42][CH3:43])(=[O:44])[CH3:45].[CH2:1]([CH3:2])[O:3][C:4](=[O:5])[c:6]1[nH:7][n:8][c:9]([CH3:11])[cH:10]1.[CH3:46][CH2:47][CH2:48][CH2:49][CH2:50][CH3:51].[Cl:18][CH2:19][C:20](=[O:21])[N:22]1[CH2:23][CH2:24][N:25]([c:28]2[cH:29][cH:30][c:31]([F:34])[cH:32][cH:33]2)[CH2:26][CH2:27]1.[K+:12].[K+:13].[O-:14][C:15]([O-:16])=[O:17].[O:35]=[CH:36][N:37]([CH3:38])[CH3:39]>>[CH2:1]([CH3:2])[O:3][C:4](=[O:5])[c:6]1[n:7]([CH2:19][C:20](=[O:21])[N:22]2[CH2:23][CH2:24][N:25]([c:28]3[cH:29][cH:30][c:31]([F:34])[cH:32][cH:33]3)[CH2:26][CH2:27]2)[n:8][c:9]([CH3:11])[cH:10]1. Starting materials: CC(C)(C)OC(=O)N(Cc1ccccc1)C(Cc1ccc2ccccc2c1)C(=O)OCc1ccccc1, CO, [Na+], [OH-]. The product is CC(C)(C)OC(=O)N(Cc1ccccc1)C(Cc1ccc2ccccc2c1)C(=O)O. Reaction SMILES: [C:1]([CH3:2])([CH3:3])([CH3:4])[O:5][C:6](=[O:7])[N:8]([CH2:9][c:10]1[cH:11][cH:12][cH:13][cH:14][cH:15]1)[CH:16]([C:17](=[O:18])[O:19][CH2:20][c:21]1[cH:22][cH:23][cH:24][cH:25][cH:26]1)[CH2:27][c:28]1[cH:29][c:30]2[cH:31][cH:32][cH:33][cH:34][c:35]2[cH:36][cH:37]1.[CH3:40][OH:41].[Na+:39].[OH-:38]>>[C:1]([CH3:2])([CH3:3])([CH3:4])[O:5][C:6](=[O:7])[N:8]([CH2:9][c:10]1[cH:11][cH:12][cH:13][cH:14][cH:15]1)[CH:16]([C:17](=[O:18])[OH:19])[CH2:27][c:28]1[cH:29][c:30]2[cH:31][cH:32][cH:33][cH:34][c:35]2[cH:36][cH:37]1. Starting materials: C=CCOC(=O)c1cccc(NC(=O)NCNC(=O)c2ccccc2C(=O)c2ccccc2)c1, Nc1ccccc1C(=O)C1CCN(C(=O)OCc2ccccc2)CC1, C=CCOC(=O)c1cccc(NC(=O)NCC(=O)O)c1. Product: C=CCOC(=O)c1cccc(NC(=O)NCC(=O)Nc2ccccc2C(=O)C2CCN(C(=O)OCc3ccccc3)CC2)c1. Reaction SMILES: [CH2:1]([O:2][C:3]([c:4]1[cH:5][c:6]([NH:7][C:8](=[O:9])[NH:10][CH2:11][NH:12][C:13]([c:14]2[cH:15][cH:16][cH:17][cH:18][c:19]2[C:20]([c:21]2[cH:22][cH:23][cH:24][cH:25][cH:26]2)=[O:27])=[O:28])[cH:29][cH:30][cH:31]1)=[O:32])[CH:33]=[CH2:34].[CH2:35]([c:36]1[cH:37][cH:38][cH:39][cH:40][cH:41]1)[O:42][C:43](=[O:44])[N:45]1[CH2:46][CH2:47][CH:48]([C:51](=[O:52])[c:53]2[c:54]([NH2:55])[cH:56][cH:57][cH:58][cH:59]2)[CH2:49][CH2:50]1.[CH2:60]([CH:61]=[CH2:62])[O:63][C:64](=[O:65])[c:66]1[cH:67][c:68]([NH:72][C:73]([NH:74][CH2:75][C:76](=[O:77])[OH:78])=[O:79])[cH:69][cH:70][cH:71]1>>[CH2:35]([c:36]1[cH:37][cH:38][cH:39][cH:40][cH:41]1)[O:42][C:43](=[O:44])[N:45]1[CH2:46][CH2:47][CH:48]([C:51](=[O:52])[c:53]2[c:54]([NH:55][C:76]([CH2:75][NH:74][C:73]([NH:72][c:68]3[cH:67][c:66]([C:64]([O:63][CH2:60][CH:61]=[CH2:62])=[O:65])[cH:71][cH:70][cH:69]3)=[O:79])=[O:77])[cH:56][cH:57][cH:58][cH:59]2)[CH2:49][CH2:50]1. Yields the product BrC1=CC(=C(OC2=NC=C(C=C2)O[Si](C)(C)C(C)(C)C)C(=C1)C)Cl (2-(4-bromo-2-chloro-6-methylphenoxy)-5-{[tert-butyl(dimethyl)silyl]oxy}pyridine). RXN SMILES: [Br:1][C:2]1[CH:15]=[C:14]([CH3:16])[C:5]([O:6][C:7]2[N:12]=[CH:11][C:10]([OH:13])=[CH:9][CH:8]=2)=[C:4]([Cl:17])[CH:3]=1.N1C=CN=C1.[CH3:23][C:24]([Si:27](Cl)([CH3:29])[CH3:28])([CH3:26])[CH3:25].C([O-])(O)=O.[Na+]>CN(C=O)C>[Br:1][C:2]1[CH:15]=[C:14]([CH3:16])[C:5]([O:6][C:7]2[CH:8]=[CH:9][C:10]([O:13][Si:27]([C:24]([CH3:26])([CH3:25])[CH3:23])([CH3:29])[CH3:28])=[CH:11][N:12]=2)=[C:4]([Cl:17])[CH:3]=1 |f:3.4|. The solvent is CN(C)C=O (DMF). Reaction conditions: time 5 hour. Starting materials: BrC1=CC(=C(OC2=CC=C(C=N2)O)C(=C1)C)Cl (6-(4-bromo-2-chloro-6-methylphenoxy)pyridin-3-ol), N1C=NC=C1 (imidazole), CC(C)(C)[Si](C)(C)Cl (TBDMSCl), C(=O)(O)[O-].[Na+] (NaHCO3). Yield: 90.4%. Reported procedure: To a DMF (50 mL) solution of 6-(4-bromo-2-chloro-6-methylphenoxy)pyridin-3-ol (5.00 g) were added imidazole (1.41 g) and TBDMSCl (2.87 g) at room temperature. After stirring at room temperature for 5 hours, to the reaction mixture was added saturated aqueous NaHCO3, and extracted with AcOEt. The organic layer was washed with water, saturated aqueous NaCl, dried over anhydrous Na2SO4, and concentrated under reduced pressure. The residue was purified by silica gel column chromatography (n-hexane/A... The reactants are ClC1=CN=CC(=N1)NC=1SC(=C(N1)C)C1=CC(=C(C=C1)S(=O)(=O)C)C(F)(F)F ((6-chloro-pyrazin-2-yl)-[5-(4-methanesulfonyl-3-trifluoromethyl-phenyl)-4-methyl-thiazol-2-yl]-amine), CN1CCNCC1 (1-methyl piperazine). Product: CS(=O)(=O)C1=C(C=C(C=C1)C1=C(N=C(S1)NC1=CN=CC(=N1)N1CCN(CC1)C)C)C(F)(F)F ([5-(4-Methanesulfonyl-3-trifluoromethyl-phenyl)-4-methyl-thiazol-2-yl]-(4-methyl-3,4,5,6-tetrahydro-2H-[1,2′]bipyrazinyl-6′-yl)-amine). Reaction SMILES: Cl[C:2]1[N:7]=[C:6]([NH:8][C:9]2[S:10][C:11]([C:15]3[CH:20]=[CH:19][C:18]([S:21]([CH3:24])(=[O:23])=[O:22])=[C:17]([C:25]([F:28])([F:27])[F:26])[CH:16]=3)=[C:12]([CH3:14])[N:13]=2)[CH:5]=[N:4][CH:3]=1.[CH3:29][N:30]1[CH2:35][CH2:34][NH:33][CH2:32][CH2:31]1>>[CH3:24][S:21]([C:18]1[CH:19]=[CH:20][C:15]([C:11]2[S:10][C:9]([NH:8][C:6]3[N:7]=[C:2]([N:33]4[CH2:34][CH2:35][N:30]([CH3:29])[CH2:31][CH2:32]4)[CH:3]=[N:4][CH:5]=3)=[N:13][C:12]=2[CH3:14])=[CH:16][C:17]=1[C:25]([F:28])([F:27])[F:26])(=[O:23])=[O:22]. Procedure details: The titled compound is prepared from (6-chloro-pyrazin-2-yl)-[5-(4-methanesulfonyl-3-trifluoromethyl-phenyl)-4-methyl-thiazol-2-yl]-amine (65) and 1-methyl piperazine following the procedure described in Example 13. Starting materials: ClC1=NC=CC(=N1)Cl (2,4-Dichloropyrimidine), NC=1C=C(N)C=CC1C (3-amino-4-methylaniline). The solvent is CO (MeOH), O (H2O). Reaction conditions: temperature 70 celsius. The product is NC=1C=C(C=CC1C)NC1=NC=CC(=N1)NC1=CC(=C(C=C1)C)N (N2,N4-bis(3-amino-4-methylphenyl)-2,4-pyrimidinediamine). RXN SMILES: Cl[C:2]1[N:7]=[C:6](Cl)[CH:5]=[CH:4][N:3]=1.[NH2:9][C:10]1[CH:11]=[C:12]([CH:14]=[CH:15][C:16]=1[CH3:17])[NH2:13]>CO.O>[NH2:9][C:10]1[CH:11]=[C:12]([NH:13][C:2]2[N:7]=[C:6]([NH:13][C:12]3[CH:14]=[CH:15][C:16]([CH3:17])=[C:10]([NH2:9])[CH:11]=3)[CH:5]=[CH:4][N:3]=2)[CH:14]=[CH:15][C:16]=1[CH3:17]. Procedure: 2,4-Dichloropyrimidine (45 mg, 0.30 mmol) was dissolved in a mixture of MeOH (1 ml) and H2O (0.1 ml). 3-amino-4-methylaniline (146 mg, 1.2 mmol) was added and the mixture was refluxed for 20 hours (70° C. oil-bath temperature). The mixture was cooled to 22° C., concentrated to dryness under reduced pressure and subjected to column chromatography on silica gel (CHCl3-Acetone, 2:1) to give N2,N4-bis(3-amino-4-methylphenyl)-2,4-pyrimidinediamine. 1H NMR (CD3OD): δ 8.13 (s, 1H), 6.95 (d, 2H, J=7.5 H... As a reaction SMILES: [CH2:1]([CH3:2])[O:3][C:4](=[O:5])[C:6]1([NH:15][C:16]([c:17]2[c:18]([CH:24]=[C:25]([CH3:26])[CH3:27])[c:19]([CH3:23])[cH:20][cH:21][cH:22]2)=[O:28])[CH2:7][c:8]2[cH:9][cH:10][cH:11][cH:12][c:13]2[CH2:14]1.[CH3:32][CH2:33][OH:34].[K+:30].[OH-:29].[OH2:31]>>[O:3]=[C:4]([OH:5])[C:6]1([NH:15][C:16]([c:17]2[c:18]([CH:24]=[C:25]([CH3:26])[CH3:27])[c:19]([CH3:23])[cH:20][cH:21][cH:22]2)=[O:28])[CH2:7][c:8]2[cH:9][cH:10][cH:11][cH:12][c:13]2[CH2:14]1. The reactants are CCOC(=O)C1(NC(=O)c2cccc(C)c2C=C(C)C)Cc2ccccc2C1, CCO, [K+], [OH-], O. Yields the product CC(C)=Cc1c(C)cccc1C(=O)NC1(C(=O)O)Cc2ccccc2C1.